From a dataset of the Open Reaction Database (ORD), a public repository of structured organic reaction records. describe an organic reaction: reactants, conditions, products, and yield Starting materials: N#N.COC=1C=C2C=CC(=CC2=CC1OC)S(=O)(=O)N[C@@H](CCCNC(N)=N)C(=O)N(CC(=O)O)CCOC (N2 (6, 7-dimethoxy-2-naphthylsulfonyl)-L-arginyl-N-(2-methoxyethyl)glycine), S(=O)(Cl)Cl (thionyl chloride), C(C)OCC (ethyl ether). Run at time 2 hour. Product: N#N.Cl.COC=1C=C2C=CC(=CC2=CC1OC)S(=O)(=O)N[C@@H](CCCNC(N)=N)C(=O)N(CC(=O)Cl)CCOC (N2 (6, 7-dimethoxy-2-naphthylsulfonyl)-L-arginyl-N-(2-methoxyethyl)glycyl chloride hydrochloride). RXN SMILES: [N:1]#[N:2].[CH3:3][O:4][C:5]1[CH:6]=[C:7]2[C:12](=[CH:13][C:14]=1[O:15][CH3:16])[CH:11]=[C:10]([S:17]([NH:20][C@H:21]([C:29]([N:31]([CH2:36][CH2:37][O:38][CH3:39])[CH2:32][C:33](O)=[O:34])=[O:30])[CH2:22][CH2:23][CH2:24][NH:25][C:26](=[NH:28])[NH2:27])(=[O:19])=[O:18])[CH:9]=[CH:8]2.C(OCC)C.S(Cl)([Cl:47])=O>>[N:1]#[N:2].[ClH:47].[CH3:3][O:4][C:5]1[CH:6]=[C:7]2[C:12](=[CH:13][C:14]=1[O:15][CH3:16])[CH:11]=[C:10]([S:17]([NH:20][C@H:21]([C:29]([N:31]([CH2:36][CH2:37][O:38][CH3:39])[CH2:32][C:33]([Cl:47])=[O:34])=[O:30])[CH2:22][CH2:23][CH2:24][NH:25][C:26](=[NH:28])[NH2:27])(=[O:19])=[O:18])[CH:9]=[CH:8]2 |f:0.1,4.5.6|. Procedure details: A suspension of 2.00 g of N2 -(6, 7-dimethoxy-2-naphthylsulfonyl)-L-arginyl-N-(2-methoxyethyl)glycine in 20 ml of thionyl chloride was stirred for 2 hours at room temperature. Addition of cold dry ethyl ether resulted in a precipitate which was collected by filtration and washed several times with dry ethyl ether to give N2 -(6, 7-dimethoxy-2-naphthylsulfonyl)-L-arginyl-N-(2-methoxyethyl)glycyl chloride hydrochloride. Reactants: CO (CH3OH), ( III ), NaCo(CO)4, [OH-].[Na+] (NaOH), ClCC=1OC=CC1 (2-chloromethylfuran). The solvent is O (H2O). Product: O1C(=CC=C1)CC(=O)O (2-furanacetic acid). Isolated yield 57.0%. RXN SMILES: [CH3:1][OH:2].[OH-:3].[Na+].Cl[CH2:6][C:7]1[O:8][CH:9]=[CH:10][CH:11]=1>O>[O:8]1[CH:9]=[CH:10][CH:11]=[C:7]1[CH2:6][C:1]([OH:3])=[O:2] |f:1.2|. Procedure details: 100 ml of CH3OH, 7 g of AMBERLYST A 26 type (III) and 0.75 g of NaCo(CO)4 were introduced into the equipment of Example 1. It was left under stirring for 15 minutes whereupon 10 ml of H2O were added. Successively, maintaining the pH at a value of from 10.5 to 11 with a NaOH solution at 30%, 9 g of 2-chloromethylfuran were dropped in 2 hours at a temperature of 25°-30° C. At the end of the reaction, it was filtered from the resin and by operating as described in Example 1, 5.6 g of 2-furanacetic ... The reactants are I (hydroiodic acid), [H][H] (hydrogen), C1(=CC=CC=C1)O (phenol), ClC1=C(N)C(=C(C=C1Cl)Cl)Cl (2,3,5,6-tetrachloroaniline), [OH-].[Na+] (sodium hydroxide). The reagents and catalysts are [Ta] (tantalum), [Pt] (platinum-on-charcoal). Solvent: C1(=CC=CC=C1)C (toluene), O (water). Run at temperature 155 celsius. The product is ClC=1C=C(N)C=C(C1)Cl (3,5-dichloroaniline), ClC1=C(N)C(=C(C=C1Cl)Cl)Cl (2,3,5,6-tetrachloroaniline). RXN SMILES: C1(O)C=CC=CC=1.[Cl:8][C:9]1[C:15]([Cl:16])=[CH:14][C:13]([Cl:17])=[C:12]([Cl:18])[C:10]=1[NH2:11].I.[H][H].[OH-].[Na+]>[Pt].O.[Ta].C1(C)C=CC=CC=1>[Cl:16][C:15]1[CH:9]=[C:10]([CH:12]=[C:13]([Cl:17])[CH:14]=1)[NH2:11].[Cl:8][C:9]1[C:15]([Cl:16])=[CH:14][C:13]([Cl:17])=[C:12]([Cl:18])[C:10]=1[NH2:11] |f:4.5|. Procedure details: 200 parts of phenol, 197 parts of 2,3,5,6-tetrachloroaniline, 20 parts of platinum-on-charcoal catalyst (3.7% strength) and 15 parts of aqueous hydroiodic acid (57% strength) are dehalogenated with hydrogen in a tantalum autoclave (0.85 l) during the course of 3.5 hours, whilst stirring, under a maximum pressure of 50 bars and at 155° C. After cooling of the reaction vessel and after releasing the pressure, the reaction mixture is diluted with 500 parts by volume of water, made alkaline with con... The reactants are COC(=O)C1=C(CC(=C(C1)O[Si](C)(C)C)O[Si](C)(C)C)C(=O)OC (4,5-bis(trimethylsilyloxy)cyclohexa-1,4-diene 1,2-dicarboxylic acid dimethyl ester), COC1=CC=C(C=C1)N (4-anisidine). Run in C(C)(=O)O (acetic acid). Product: COC(C=1C(C(=O)OC)=CC(=C(C1)NC1=CC=C(C=C1)OC)NC1=CC=C(C=C1)OC)=O (4,5-Bis(4-methoxyanilino)phthalic acid dimethyl ester). RXN SMILES: [CH3:1][O:2][C:3]([C:5]1[CH2:10][C:9](O[Si](C)(C)C)=[C:8](O[Si](C)(C)C)[CH2:7][C:6]=1[C:21]([O:23][CH3:24])=[O:22])=[O:4].[CH3:25][O:26][C:27]1[CH:32]=[CH:31][C:30]([NH2:33])=[CH:29][CH:28]=1>C(O)(=O)C>[CH3:1][O:2][C:3](=[O:4])[C:5]1[C:6](=[CH:7][C:8]([NH:33][C:30]2[CH:31]=[CH:32][C:27]([O:26][CH3:25])=[CH:28][CH:29]=2)=[C:9]([NH:33][C:30]2[CH:31]=[CH:32][C:27]([O:26][CH3:25])=[CH:28][CH:29]=2)[CH:10]=1)[C:21]([O:23][CH3:24])=[O:22]. Procedure: A solution of 2.4 g (6 mmol) of 4,5-bis(trimethylsilyloxy)cyclohexa-1,4-diene 1,2-dicarboxylic acid dimethyl ester (Example 1a) and 3.0 g (24 mmol) of 4-anisidine in 24 ml of glacial acetic acid is boiled under reflux for 2 hours. The reaction mixture is cooled, the solvent is evaporated off and the dark-brown residue is dissolved in dichloromethane and the solution is washed in succession with 20 ml of 1N HCl, 50 ml of saturated NaHCO3 and twice with 20 ml of water, dried with sodium sulfate an... The reactants are CC(C)(C)OC(=O)N1CCNCC1, COc1cc([N+](=O)[O-])c(C#N)c([N+](=O)[O-])c1, CN(C)C=O. Yields the product COc1cc(N2CCN(C(=O)OC(C)(C)C)CC2)c(C#N)c([N+](=O)[O-])c1. As a reaction SMILES: [C:17]([CH3:18])([CH3:19])([CH3:20])[O:21][C:22](=[O:23])[N:24]1[CH2:25][CH2:26][NH:27][CH2:28][CH2:29]1.[CH3:1][O:2][c:3]1[cH:4][c:5]([N+:14]([O-:15])=[O:16])[c:6]([C:7]#[N:8])[c:9]([N+:11](=[O:12])[O-:13])[cH:10]1.[CH3:30][N:31]([CH3:32])[CH:33]=[O:34]>>[CH3:1][O:2][c:3]1[cH:4][c:5]([N:14]2[CH2:26][CH2:25][N:24]([C:22]([O:21][C:17]([CH3:18])([CH3:19])[CH3:20])=[O:23])[CH2:29][CH2:28]2)[c:6]([C:7]#[N:8])[c:9]([N+:11](=[O:12])[O-:13])[cH:10]1. Reactants: CN(C)C=O, CCOC(C)=O, CC(C)(C)c1ccc(N=C=O)cc1, CC(=O)Nc1nc2ccc(Oc3cccc(N)c3)c(C#N)c2s1. Yields the product CC(=O)Nc1nc2ccc(Oc3cccc(NC(=O)Nc4ccc(C(C)(C)C)cc4)c3)c(C#N)c2s1. RXN SMILES: [CH3:37][N:38]([CH3:39])[CH:40]=[O:41].[CH3:42][CH2:43][O:44][C:45](=[O:46])[CH3:47].[N:24](=[C:25]=[O:26])[c:27]1[cH:28][cH:29][c:30]([C:33]([CH3:34])([CH3:35])[CH3:36])[cH:31][cH:32]1.[NH2:1][c:2]1[cH:3][c:4]([O:5][c:6]2[c:7]([C:19]#[N:20])[c:8]3[c:9]([n:10][c:11]([NH:13][C:14]([CH3:15])=[O:16])[s:12]3)[cH:17][cH:18]2)[cH:21][cH:22][cH:23]1>>[NH:1]([c:2]1[cH:3][c:4]([O:5][c:6]2[c:7]([C:19]#[N:20])[c:8]3[c:9]([n:10][c:11]([NH:13][C:14]([CH3:15])=[O:16])[s:12]3)[cH:17][cH:18]2)[cH:21][cH:22][cH:23]1)[C:25]([NH:24][c:27]1[cH:28][cH:29][c:30]([C:33]([CH3:34])([CH3:35])[CH3:36])[cH:31][cH:32]1)=[O:26].